This data is from the Open Reaction Database (ORD), a public repository of structured organic reaction records. The task is: describe an organic reaction: reactants, conditions, products, and yield Starting materials: CN(C=O)C (dimethylformamide), C(C)OC(CCCl)OCC (3-chloropropionaldehyde diethyl acetal). The reagents and catalysts are [Pd] (Pd/C). The solvent is C(C)O (ethanol), ice water. Reaction conditions: temperature 60 celsius, time 4 day. Yields the product C(C)OC(CCN)OCC (3-aminopropanal diethylacetal). Yield: 63.0%. As a reaction SMILES: C[N:2]([CH3:5])C=O.[CH2:6]([O:8][CH:9]([O:13][CH2:14][CH3:15])[CH2:10]CCl)[CH3:7]>C(O)C.[Pd]>[CH2:6]([O:8][CH:9]([O:13][CH2:14][CH3:15])[CH2:10][CH2:5][NH2:2])[CH3:7]. Procedure details: To 500 mL of dimethylformamide (DMF) containing Nan3 (26.0 g, 400 mmol) was added 3-chloropropionaldehyde diethyl acetal (33.3 g, 200 mmol). The solution was warmed to 60° C., and the reaction was monitored by GC (50° C., 1 min to 250° C. at 15° C./min, DB5-15m). (Retention time (tR) of starting material 5.1 min, product 6.5 min). The reaction mixture was diluted with 1 L of ice water and extracted with ether (3×500 mL). The combined ether extracts were washed with water (2×500 mL) and then drie...